The task is: describe an organic reaction: reactants, conditions, products, and yield. This data is from the Open Reaction Database (ORD), a public repository of structured organic reaction records. Reactants: ClCCl, CCCCOC(=O)C(NC(=O)OC(C)(C)C)OC(C)=O, Oc1cccc(O)c1. Product: CCCCOC(=O)C(NC(=O)OC(C)(C)C)c1ccc(O)cc1O. As a reaction SMILES: [CH2:29]([Cl:30])[Cl:31].[CH2:9]([CH2:10][CH2:11][CH3:12])[O:13][C:14]([CH:15]([NH:16][C:17](=[O:18])[O:19][C:20]([CH3:21])([CH3:22])[CH3:23])[O:24][C:25](=[O:26])[CH3:27])=[O:28].[OH:1][c:2]1[cH:3][cH:4][cH:5][c:6]([OH:7])[cH:8]1>>[OH:1][c:2]1[cH:3][cH:4][c:5]([CH:15]([C:14]([O:13][CH2:9][CH2:10][CH2:11][CH3:12])=[O:28])[NH:16][C:17](=[O:18])[O:19][C:20]([CH3:21])([CH3:22])[CH3:23])[c:6]([OH:7])[cH:8]1. Reactants: COC(CCCCCCCN1C(N(C(=C1)C1=CC=CC=C1)C1=CC=C(C=C1)OC)=O)=O (8-[3-(4-methoxyphenyl)-2-oxo-4-phenyl-4-imidazolin-1-yl] caprylic acid methyl ester), [OH-].[Na+] (NaOH). The solvent is CO (methanol). Product: COC1=CC=C(C=C1)N1C(N(C=C1C1=CC=CC=C1)CCCCCCCC(=O)O)=O (8-[3-(4-Methoxyphenyl)-2-oxo-4-phenyl-4-imidazolin-1-yl] caprylic acid). RXN SMILES: C[O:2][C:3](=[O:31])[CH2:4][CH2:5][CH2:6][CH2:7][CH2:8][CH2:9][CH2:10][N:11]1[CH:15]=[C:14]([C:16]2[CH:21]=[CH:20][CH:19]=[CH:18][CH:17]=2)[N:13]([C:22]2[CH:27]=[CH:26][C:25]([O:28][CH3:29])=[CH:24][CH:23]=2)[C:12]1=[O:30].[OH-].[Na+]>CO>[CH3:29][O:28][C:25]1[CH:24]=[CH:23][C:22]([N:13]2[C:14]([C:16]3[CH:21]=[CH:20][CH:19]=[CH:18][CH:17]=3)=[CH:15][N:11]([CH2:10][CH2:9][CH2:8][CH2:7][CH2:6][CH2:5][CH2:4][C:3]([OH:31])=[O:2])[C:12]2=[O:30])=[CH:27][CH:26]=1 |f:1.2|. Reported procedure: The product is produced as described in example 18 from 18.8 g of 8-[3-(4-methoxyphenyl)-2-oxo-4-phenyl-4-imidazolin-1-yl] caprylic acid methyl ester and 2.12 g of NaOH in 100 cc. of methanol. Further purification by chromatography on silicic acid gel using chloroform as eluant. Reactants: O (Water), C1(CCCC1)C=1C(=NN2C(=NN=C(C21)C)C2=CC=CC=C2)OS(=O)(=O)C2=CC=C(C=C2)C (toluene-4-sulfonic acid 3-cyclopentyl-4-methyl-7-phenylpyrazolo[1,5-d][1,2,4]triazin-2-yl ester), CN1N=CN=C1CO ((2-methyl-2H-[1,2,4]triazol-3-yl)methanol), A-170073, [H-].[Na+] (sodium hydride). Solvent: CN(C)C=O (DMF). Conditions: time 1 hour. Product: C1(CCCC1)C=1C(=NN2C(=NN=C(C21)C)C2=CC=CC=C2)OCC=2N(N=CN2)C (3-Cyclopentyl-4-methyl-2-(2-methyl-2H-[1,2,4]triazol-3-ylmethoxy)-7-phenylpyrazolo[1,5-d][1,2,4]triazine). As a reaction SMILES: [CH:1]1([C:6]2[C:7]([O:22]S(C3C=CC(C)=CC=3)(=O)=O)=[N:8][N:9]3[C:14]=2[C:13]([CH3:15])=[N:12][N:11]=[C:10]3[C:16]2[CH:21]=[CH:20][CH:19]=[CH:18][CH:17]=2)[CH2:5][CH2:4][CH2:3][CH2:2]1.[CH3:33][N:34]1[C:38]([CH2:39]O)=[N:37][CH:36]=[N:35]1.[H-].[Na+].O>CN(C=O)C>[CH:1]1([C:6]2[C:7]([O:22][CH2:39][C:38]3[N:34]([CH3:33])[N:35]=[CH:36][N:37]=3)=[N:8][N:9]3[C:14]=2[C:13]([CH3:15])=[N:12][N:11]=[C:10]3[C:16]2[CH:21]=[CH:20][CH:19]=[CH:18][CH:17]=2)[CH2:5][CH2:4][CH2:3][CH2:2]1 |f:2.3|. Procedure details: To toluene-4-sulfonic acid 3-cyclopentyl-4-methyl-7-phenylpyrazolo[1,5-d][1,2,4]triazin-2-yl ester (Example 5, step a; 300 mg, 0.67 mmol) and (2-methyl-2H-[1,2,4]triazol-3-yl)methanol (90.4 mg, 1.2-molar eq; prepared as described in EP-A-170073) in DMF (10 ml) was added sodium hydride (29.5 mg of a 60% dispersion in mineral oil; 1.2 molar eq) and the mixture was stirred at room temperature for 1 h. Water (90 ml) was added then the solution was extracted with diethyl ether (4×50 ml). The combined... The reactants are C(O)([O-])=O.[Na+] (sodium hydrogen carbonate), NC1=C(C(=O)OC(C)(C)C)C=CC(=C1)C1=CC2=C(OCO2)C=C1 (tert-butyl 2-amino-4-(benzo[1,3]dioxol-5-yl)benzoate), C(C(=O)Cl)(=O)Cl (oxalyl chloride), CC1=C(C(=O)O)C=CC=C1C (2,3-dimethylbenzoic acid). The solvent is C(C)N(CC)CC (triethylamine), C(Cl)Cl (methylene chloride), CN(C=O)C (N,N-dimethylformamide), C(Cl)Cl (methylene chloride). Reaction conditions: time 1 hour. Yields the product O1COC2=C1C=CC(=C2)C2=CC(=C(C(=O)OC(C)(C)C)C=C2)NC(C2=C(C(=CC=C2)C)C)=O (tert-butyl 4-(benzo[1,3]dioxol-5-yl)-2-(2,3-dimethylbenzamido)benzoate). RXN SMILES: C(Cl)(=O)C(Cl)=O.[CH3:7][C:8]1[C:16]([CH3:17])=[CH:15][CH:14]=[CH:13][C:9]=1[C:10]([OH:12])=O.[NH2:18][C:19]1[CH:31]=[C:30]([C:32]2[CH:40]=[CH:39][C:35]3[O:36][CH2:37][O:38][C:34]=3[CH:33]=2)[CH:29]=[CH:28][C:20]=1[C:21]([O:23][C:24]([CH3:27])([CH3:26])[CH3:25])=[O:22].C(=O)([O-])O.[Na+]>C(N(CC)CC)C.C(Cl)Cl.CN(C)C=O>[O:36]1[C:35]2[CH:39]=[CH:40][C:32]([C:30]3[CH:29]=[CH:28][C:20]([C:21]([O:23][C:24]([CH3:26])([CH3:27])[CH3:25])=[O:22])=[C:19]([NH:18][C:10](=[O:12])[C:9]4[CH:13]=[CH:14][CH:15]=[C:16]([CH3:17])[C:8]=4[CH3:7])[CH:31]=3)=[CH:33][C:34]=2[O:38][CH2:37]1 |f:3.4|. Procedure: 1.7 mL of methylene chloride, 1.0 μL N,N-dimethylformamide and 0.025 mL of oxalyl chloride were added to 41 mg of 2,3-dimethylbenzoic acid at room temperature sequentially and stirred ad the same temperature for 1 hour. The reaction mixture was added to a mixed solution of 50 mg of tert-butyl 2-amino-4-(benzo[1,3]dioxol-5-yl)benzoate, 2.8 mL of methylene chloride and 0.36 mL of triethylamine and stirred at room temperature for 1 hour. A saturated sodium hydrogen carbonate aqueous solution was ad... The reactants are ClC1=C(C=CC=C1Cl)C1C(=C(NC(=C1C(=O)OC)C)COCCNC1=NS(N=C1OC)=O)C(=O)OCC (3-{-2-[(4-{2,3-Dichlorophenyl}-3-ethoxycarbonyl-5-methoxycarbonyl-6-methyl-1,4-dihydropyrid-2-yl)methoxy]ethylamino}-4-methoxy-1,2,5-thiadiazole-1-oxide), N (ammonia). Conditions: time 1 hour. Yields the product O.ClC1=C(C=CC=C1Cl)C1C(=C(NC(=C1C(=O)OC)C)COCCNC1=NS(N=C1N)=O)C(=O)OCC.ClC1=C(C=CC=C1Cl)C1C(=C(NC(=C1C(=O)OC)C)COCCNC1=NS(N=C1N)=O)C(=O)OCC (3-{2-[(4-{2,3-Dichlorophenyl}-3-ethoxycarbonyl-5-methoxycarbonyl-6-methyl-1,4-dihydropyrid-2-yl)methoxy]ethylamino}-4-amino-1,2,5-thiadiazole-1-oxide hemihydrate). As a reaction SMILES: [Cl:1][C:2]1[C:7]([Cl:8])=[CH:6][CH:5]=[CH:4][C:3]=1[CH:9]1[C:14]([C:15]([O:17][CH3:18])=[O:16])=[C:13]([CH3:19])[NH:12][C:11]([CH2:20][O:21][CH2:22][CH2:23][NH:24][C:25]2[C:29](OC)=[N:28][S:27](=[O:32])[N:26]=2)=[C:10]1[C:33]([O:35][CH2:36][CH3:37])=[O:34].[NH3:38]>>[OH2:16].[Cl:1][C:2]1[C:7]([Cl:8])=[CH:6][CH:5]=[CH:4][C:3]=1[CH:9]1[C:14]([C:15]([O:17][CH3:18])=[O:16])=[C:13]([CH3:19])[NH:12][C:11]([CH2:20][O:21][CH2:22][CH2:23][NH:24][C:25]2[C:29]([NH2:38])=[N:28][S:27](=[O:32])[N:26]=2)=[C:10]1[C:33]([O:35][CH2:36][CH3:37])=[O:34].[Cl:1][C:2]1[C:7]([Cl:8])=[CH:6][CH:5]=[CH:4][C:3]=1[CH:9]1[C:14]([C:15]([O:17][CH3:18])=[O:16])=[C:13]([CH3:19])[NH:12][C:11]([CH2:20][O:21][CH2:22][CH2:23][NH:24][C:25]2[C:29]([NH2:38])=[N:28][S:27](=[O:32])[N:26]=2)=[C:10]1[C:33]([O:35][CH2:36][CH3:37])=[O:34] |f:2.3.4|. Procedure: 3-{-2-[(4-{2,3-Dichlorophenyl}-3-ethoxycarbonyl-5-methoxycarbonyl-6-methyl-1,4-dihydropyrid-2-yl)methoxy]ethylamino}-4-methoxy-1,2,5-thiadiazole-1-oxide (0.3 g) was dissolved in ethanolic ammonia (10 ml) and stirred at room temperature for 1 hour. The solvent was evaporated and the residue chromatographed on silica "Kieselgel 60H" (Trade Mark), eluting with ethyl acetate. The product containing fractions were combined and evaporated to give an oil which was triturated with ethyl acetate to give ...